Dataset: the Open Reaction Database (ORD), a public repository of structured organic reaction records. Task: describe an organic reaction: reactants, conditions, products, and yield Starting materials: CO, Nc1ncnc2ccc(NC(=O)C3CCCN3C(=O)OCc3ccccc3)cc12. The product is Nc1ncnc2ccc(NC(=O)C3CCCN3)cc12. As a reaction SMILES: [CH3:30][OH:31].[c:1]1([CH2:2][O:3][C:4](=[O:5])[N:11]2[CH:12]([C:16](=[O:17])[NH:18][c:19]3[cH:20][c:21]4[c:22]([NH2:29])[n:23][cH:24][n:25][c:26]4[cH:27][cH:28]3)[CH2:13][CH2:14][CH2:15]2)[cH:6][cH:7][cH:8][cH:9][cH:10]1>>[NH:11]1[CH:12]([C:16](=[O:17])[NH:18][c:19]2[cH:20][c:21]3[c:22]([NH2:29])[n:23][cH:24][n:25][c:26]3[cH:27][cH:28]2)[CH2:13][CH2:14][CH2:15]1. The reactants are N(=NC(=O)OC(C)C)C(=O)OC(C)C (diisopropyl azodicarboxylate), OC1CCN(CC1)C(C)=O (1-(4-Hydroxy-piperidin-1-yl)-ethanone), BrC=1C=C(C=NC1)O (5-bromo-pyridin-3-ol), C1=CC=C(C=C1)P(C2=CC=CC=C2)C3=CC=CC=C3 (PPh3). Solvent: C1CCOC1 (THF), C(Cl)Cl (DCM). Conditions: time 16 hour. Yields the product BrC=1C=C(C=NC1)OC1CCN(CC1)C(C)=O (1-[4-(5-bromo-pyridin-3-yloxy)-piperidin-1-yl]-ethanone). Yield: 59.7%. Reaction SMILES: [OH:1][CH:2]1[CH2:7][CH2:6][N:5]([C:8](=[O:10])[CH3:9])[CH2:4][CH2:3]1.[Br:11][C:12]1[CH:13]=[C:14](O)[CH:15]=[N:16][CH:17]=1.C1C=CC(P(C2C=CC=CC=2)C2C=CC=CC=2)=CC=1.N(C(OC(C)C)=O)=NC(OC(C)C)=O>C1COCC1.C(Cl)Cl>[Br:11][C:12]1[CH:13]=[C:14]([O:1][CH:2]2[CH2:7][CH2:6][N:5]([C:8](=[O:10])[CH3:9])[CH2:4][CH2:3]2)[CH:15]=[N:16][CH:17]=1. Reported procedure: 1-(4-Hydroxy-piperidin-1-yl)-ethanone (200 mg, 1.4 mmol) and 5-bromo-pyridin-3-ol (248 mg, 1.4 mmol) are added to a solution of PPh3 (606 mg, 2.3 mmol) in THF (30 mL). Then diisopropyl azodicarboxylate (462 mg, 2.3 mmol) is added and the mixture is stirred at room temperature for 16 hrs. The mixture is then diluted with DCM, washed with water, dried over Na2SO4, filtered and concentrated. The residue is purified by flash column chromatography to give 250 mg of 1-[4-(5-bromo-pyridin-3-yloxy)-pipe...